This data is from the Open Reaction Database (ORD), a public repository of structured organic reaction records. The task is: describe an organic reaction: reactants, conditions, products, and yield Reactants: [I-].[K+] (potassium iodide), C(C)OC(=O)C=1N=CC=2NC3=CC=C(C=C3C2C1)N (6-amino-β-carbolin-3-carboxylic acid ethyl ester), N(=O)[O-].[Na+] (sodium nitrite), S(=S)(=O)([O-])[O-].[Na+].[Na+] (sodium thiosulphate). Run in O (water), Cl (hydrochloric acid), O (water), O (water). Conditions: temperature 100 celsius. The product is C(C)OC(=O)C=1N=CC=2NC3=CC=C(C=C3C2C1)I (6-Iodo-β-carbolin-3-carboxylic acid ethyl ester). Yield: 30.0%. As a reaction SMILES: [CH2:1]([O:3][C:4]([C:6]1[N:7]=[CH:8][C:9]2[NH:10][C:11]3[C:16]([C:17]=2[CH:18]=1)=[CH:15][C:14](N)=[CH:13][CH:12]=3)=[O:5])[CH3:2].N([O-])=O.[Na+].[I-:24].[K+].S([O-])([O-])(=O)=S.[Na+].[Na+]>Cl.O>[CH2:1]([O:3][C:4]([C:6]1[N:7]=[CH:8][C:9]2[NH:10][C:11]3[C:16]([C:17]=2[CH:18]=1)=[CH:15][C:14]([I:24])=[CH:13][CH:12]=3)=[O:5])[CH3:2] |f:1.2,3.4,5.6.7|. Procedure details: 1.3 mmoles of 6-amino-β-carbolin-3-carboxylic acid ethyl ester are diazotized at 0° C. in 4 ml of semi-concentrated hydrochloric acid with 1.3 mmoles of sodium nitrite in 2 ml of water. 1.35 mmoles of potassium iodide in 2 ml of water are added to this mixture. The mixture is then slowly heated to 100° C. until the nitrogen evolution has ceased. The mixture is then diluted with 100 ml of water, approximately 20 mg of sodium thiosulphate are added and the mixture is filtered with suction. The res...